From a dataset of the Open Reaction Database (ORD), a public repository of structured organic reaction records. describe an organic reaction: reactants, conditions, products, and yield Starting materials: FC1=C(C(=CC=C1)F)SC (1,3-difluoro-2-methylsulfanyl-benzene), S(=S)(=O)([O-])[O-].[Na+].[Na+] (sodium thiosulfate), BrBr (bromine), [Cl-].[Al+3].[Cl-].[Cl-] (aluminium chloride). Reagents/catalysts: [Fe] (iron). Solvent: ClCCl (dichloromethane), C(C)OCC (diethyl ether). Run at time 2 hour. Product: BrC=1C=C(C(=C(C1)F)SC)F (5-bromo-1,3-difluoro-2-methylsulfanyl-benzene). Yield: 17.0%. RXN SMILES: [F:1][C:2]1[CH:7]=[CH:6][CH:5]=[C:4]([F:8])[C:3]=1[S:9][CH3:10].[Br:11]Br.[Cl-].[Al+3].[Cl-].[Cl-].S([O-])([O-])(=O)=S.[Na+].[Na+]>[Fe].C(OCC)C.ClCCl>[Br:11][C:6]1[CH:7]=[C:2]([F:1])[C:3]([S:9][CH3:10])=[C:4]([F:8])[CH:5]=1 |f:2.3.4.5,6.7.8|. Reported procedure: Combine 1,3-difluoro-2-methylsulfanyl-benzene (4.3 g, 27 mmol), iron (300 mg, 5.4 mmol), bromine (1.4 mL, 27 mmol), aluminium chloride (400 mg, 3.0 mmol) and dichloromethane (100 mL), at 0° C. Stir the reaction mixture at room temperature for 2 hours. Add saturated sodium thiosulfate solution (20 mL) and diethyl ether (100 mL). Separate the layers and wash the organic layer with brine (20 mL). Dry with MgSO4, filter and concentrate in vacuo. Chromatograph the residue on a column eluting the mate... Conditions: temperature 100 celsius. Reagents/catalysts: C(=O)([O-])[O-].[Cs+].[Cs+], C1CCC(CC1)P(C2CCCCC2)C3=CC=CC=C3C4=CC=CC=C4, CC(=O)O.CC(=O)O.[Pd]. The yield is 73.8%. Product: CC1=CN=C(S1)C2CN(CC3=C(O2)N=C(C=C3)NC4=NC(=C(C=C4)N5C=C(N=C5)C)OC)C. Starting materials: CC1=CN(C=N1)C2=C(N=C(C=C2)N)OC, CC1=CN=C(S1)C2CN(CC3=C(O2)N=C(C=C3)Cl)C. Solvent: COCCOC. Procedure details: 8-chloro-4-methyl-2-(5-methylthiazol-2-yl)-2,3,4,5-tetrahydropyrido[3,2-f][1,4]oxazepine (140 mg, 0.47 mmol), 6-methoxy-5-(4-methyl-1H-imidazol-1-yl)pyridin-2-amine (106 mg, 0.52 mmol), 2-(DICYCLOHEXYLPHOSPHINO)BIPHENYL (16.59 mg, 0.05 mmol), PALLADIUM(II) ACETATE (10.63 mg, 0.05 mmol) and Cs2CO3 (308 mg, 0.95 mmol) were weighed into a microwave vial, the vial was capped and DME (4 mL) was added. The vial was flushed with argon and heated to 100°C in a microwave reactor for 1 h. The reaction mix... The reactants are C(C1=CC=CC=C1)OC1=CC(=CC=C1)[Si](CCCCCC)(C)C (1-benzyloxy-3-(dimethyl-hexylsilyl)benzene), [H][H] (hydrogen), [H][H] (hydrogen), O (water). Reagents/catalysts: [Pd] (palladium on carbon). Solvent: C(C)O (ethanol). Product: C[Si](C=1C=C(C=CC1)O)(CCCCCC)C (3-(Dimethyl-n-hexylsilyl)phenol). Reaction SMILES: C([O:8][C:9]1[CH:14]=[CH:13][CH:12]=[C:11]([Si:15]([CH3:23])([CH3:22])[CH2:16][CH2:17][CH2:18][CH2:19][CH2:20][CH3:21])[CH:10]=1)C1C=CC=CC=1.O.[H][H]>[Pd].C(O)C>[CH3:22][Si:15]([CH3:23])([CH2:16][CH2:17][CH2:18][CH2:19][CH2:20][CH3:21])[C:11]1[CH:10]=[C:9]([OH:8])[CH:14]=[CH:13][CH:12]=1. Procedure details: A mixture of 34.8 g. (0.107 mole) of 1-benzyloxy-3-(dimethyl-hexylsilyl)benzene, 2.0 g. of a 1:1 mixture by weight to volume of 5% by weight palladium on carbon and water, and 100 ml. ethanol was stirred under 1 atm. hydrogen at 25° C. until hydrogen uptake ceased (after an uptake of 2.5 liters). The reaction was filtered through Supercel with ethanol and the filtrate evaporated to a quantitative yield of the title compound as an oil. Starting materials: CCN=C=NCCCN(C)C, CN(C)c1ccncc1, ClCCl, Cl, O=C(O)CN1CCCC(c2ccccc2)(c2ccccc2)C1=O, c1ccc(C2(c3ccccc3)CCCNC2)cc1. The product is O=C(CN1CCCC(c2ccccc2)(c2ccccc2)C1=O)N1CCCC(c2ccccc2)(c2ccccc2)C1. Reaction SMILES: [CH2:43]([N:44]=[C:45]=[N:46][CH2:47][CH2:48][CH2:49][N:50]([CH3:51])[CH3:52])[CH3:53].[CH3:57][N:58]([CH3:59])[c:60]1[cH:61][cH:62][n:63][cH:64][cH:65]1.[Cl:54][CH2:55][Cl:56].[ClH:42].[O:19]=[C:20]1[N:21]([CH2:38][C:39](=[O:40])[OH:41])[CH2:22][CH2:23][CH2:24][C:25]1([c:26]1[cH:27][cH:28][cH:29][cH:30][cH:31]1)[c:32]1[cH:33][cH:34][cH:35][cH:36][cH:37]1.[c:1]1([C:7]2([c:13]3[cH:14][cH:15][cH:16][cH:17][cH:18]3)[CH2:8][NH:9][CH2:10][CH2:11][CH2:12]2)[cH:2][cH:3][cH:4][cH:5][cH:6]1>>[c:1]1([C:7]2([c:13]3[cH:14][cH:15][cH:16][cH:17][cH:18]3)[CH2:8][N:9]([C:39]([CH2:38][N:21]3[C:20](=[O:19])[C:25]([c:26]4[cH:27][cH:28][cH:29][cH:30][cH:31]4)([c:32]4[cH:33][cH:34][cH:35][cH:36][cH:37]4)[CH2:24][CH2:23][CH2:22]3)=[O:40])[CH2:10][CH2:11][CH2:12]2)[cH:2][cH:3][cH:4][cH:5][cH:6]1. Starting materials: C(CCCCCCC)OC1=CC=C(C=C1)C1=CC=C(C=C1)[N+](=O)[O-] (4'-n-Octyloxy-4-nitrobiphenyl), [H][H] (hydrogen). The reagents and catalysts are [Pd] (Pd/C). The solvent is C(C)(=O)OCC (ethyl acetate). Yields the product C(CCCCCCC)OC1=CC=C(C=C1)C1=CC=C(C=C1)N (4'-n-octyloxy-4-aminobiphenyl). RXN SMILES: [CH2:1]([O:9][C:10]1[CH:15]=[CH:14][C:13]([C:16]2[CH:21]=[CH:20][C:19]([N+:22]([O-])=O)=[CH:18][CH:17]=2)=[CH:12][CH:11]=1)[CH2:2][CH2:3][CH2:4][CH2:5][CH2:6][CH2:7][CH3:8].[H][H]>[Pd].C(OCC)(=O)C>[CH2:1]([O:9][C:10]1[CH:11]=[CH:12][C:13]([C:16]2[CH:21]=[CH:20][C:19]([NH2:22])=[CH:18][CH:17]=2)=[CH:14][CH:15]=1)[CH2:2][CH2:3][CH2:4][CH2:5][CH2:6][CH2:7][CH3:8]. Procedure: 4'-n-Octyloxy-4-nitrobiphenyl, a known substance, was reduced with hydrogen in an ethyl acetate solution using a Pd/C catalyst and recrystallized from ethanol to obtain 4'-n-octyloxy-4-aminobiphenyl. 3 g of the obtained product was reacted with 2.2 g S-p-(2-methylbutyloxycarbonyl)benzaldehyde in the same manner as described in Example 19 and recrystallized from ethyl acetate to obtain bright yellow crystals.